Dataset: the Open Reaction Database (ORD), a public repository of structured organic reaction records. Task: describe an organic reaction: reactants, conditions, products, and yield Reaction SMILES: [CH3:39][CH2:40][O:41][CH2:42][CH3:43].[CH:21]([N:22]([CH:23]([CH3:24])[CH3:25])[CH2:26][CH3:27])([CH3:28])[CH3:29].[ClH:30].[NH2:1][CH2:2][c:3]1[cH:4][c:5]2[c:6]3[c:7]4[c:8]([cH:9][cH:10][cH:11][c:12]4[o:13][c:14]2[cH:15][cH:16]1)[c:17](=[O:20])[nH:18][n:19]3.[O:44]=[CH:45][N:46]([CH3:47])[CH3:48].[nH:31]1[cH:32][cH:33][c:34]([C:36](=[NH:37])[NH2:38])[n:35]1>>[NH:1]([CH2:2][c:3]1[cH:4][c:5]2[c:6]3[c:7]4[c:8]([cH:9][cH:10][cH:11][c:12]4[o:13][c:14]2[cH:15][cH:16]1)[c:17](=[O:20])[nH:18][n:19]3)[C:36](=[NH:37])[NH2:38]. Reactants: CCOCC, CCN(C(C)C)C(C)C, Cl, NCc1ccc2oc3cccc4c(=O)[nH]nc(c2c1)c34, CN(C)C=O, N=C(N)c1cc[nH]n1. Yields the product N=C(N)NCc1ccc2oc3cccc4c(=O)[nH]nc(c2c1)c34.